This data is from the Open Reaction Database (ORD), a public repository of structured organic reaction records. The task is: describe an organic reaction: reactants, conditions, products, and yield The reactants are ClCCCl, COc1cccc(N)c1, CN(C)c1ccncc1, CCOC(C)=O, COC(=O)CCCCS(=O)(CCCCC(=O)OC)=NC(=O)c1cnc(N)c(C#Cc2cccc(C(=O)O)c2)c1. Yields the product COC(=O)CCCCS(=O)(CCCCC(=O)OC)=NC(=O)c1cnc(N)c(C#Cc2cccc(C(=O)Nc3cccc(OC)c3)c2)c1. Reaction SMILES: [CH2:49]([Cl:50])[CH2:51][Cl:52].[CH3:40][O:41][c:42]1[cH:43][c:44]([NH2:48])[cH:45][cH:46][cH:47]1.[CH3:53][N:54]([c:55]1[cH:56][cH:57][n:58][cH:59][cH:60]1)[CH3:61].[CH3:62][CH2:63][O:64][C:65]([CH3:66])=[O:67].[NH2:1][c:2]1[n:3][cH:4][c:5]([C:19](=[O:20])[N:21]=[S:22](=[O:23])([CH2:24][CH2:25][CH2:26][CH2:27][C:28]([O:29][CH3:30])=[O:31])[CH2:32][CH2:33][CH2:34][CH2:35][C:36](=[O:37])[O:38][CH3:39])[cH:6][c:7]1[C:8]#[C:9][c:10]1[cH:11][c:12]([C:13](=[O:14])[OH:15])[cH:16][cH:17][cH:18]1>>[NH2:1][c:2]1[n:3][cH:4][c:5]([C:19](=[O:20])[N:21]=[S:22](=[O:23])([CH2:24][CH2:25][CH2:26][CH2:27][C:28]([O:29][CH3:30])=[O:31])[CH2:32][CH2:33][CH2:34][CH2:35][C:36](=[O:37])[O:38][CH3:39])[cH:6][c:7]1[C:8]#[C:9][c:10]1[cH:11][c:12]([C:13](=[O:15])[NH:48][c:44]2[cH:43][c:42]([O:41][CH3:40])[cH:47][cH:46][cH:45]2)[cH:16][cH:17][cH:18]1.